The task is: describe an organic reaction: reactants, conditions, products, and yield. This data is from the Open Reaction Database (ORD), a public repository of structured organic reaction records. Procedure details: In a two-neck round bottom flask, diphenylamine (50 g, 0.30 mol), dibromobenzene (104 g, 0.44 mol), BINAP[2,2′-Bis(diphenylphosphino)-1,1′-binaphthyl] (7.4 g, 4% mol), Pd(OAc)2[Palladium(II)acetate] (2.0 g, 3% mol), and NaOtBu[Sodium tert-butoxide] (42.6 g, 0.44 mol) are dissolved in toluene (400 mL), and then are maintained for 24 hours by reflux. On completion of the reaction, the flask having the resultant solution is cooled, and then toluene, a solvent of the reaction, is removed from the re... As a reaction SMILES: [C:1]1([NH:7][C:8]2[CH:13]=[CH:12][CH:11]=[CH:10][CH:9]=2)[CH:6]=[CH:5][CH:4]=[CH:3][CH:2]=1.Br[C:15]1[CH:20]=[CH:19][CH:18]=[CH:17][C:16]=1[Br:21]>C1(C)C=CC=CC=1>[Br:21][C:16]1[CH:17]=[CH:18][C:19]([N:7]([C:8]2[CH:9]=[CH:10][CH:11]=[CH:12][CH:13]=2)[C:1]2[CH:6]=[CH:5][CH:4]=[CH:3][CH:2]=2)=[CH:20][CH:15]=1. Product: BrC1=CC=C(C=C1)N(C1=CC=CC=C1)C1=CC=CC=C1 ((4-bromo-phenyl)-diphenyl-amine). The solvent is C1(=CC=CC=C1)C (toluene), C1(=CC=CC=C1)C (toluene). The yield is 37.5%. The reactants are C1(=CC=CC=C1)NC1=CC=CC=C1 (diphenylamine), BrC1=C(C=CC=C1)Br (dibromobenzene), BINAP[2,2′-Bis(diphenylphosphino)-1,1′-binaphthyl], Pd(OAc)2[Palladium(II)acetate], NaOtBu[Sodium tert-butoxide], resultant solution. Reactants: C[Sn](C)(C)C, [Cl-], O=c1c(I)c(OCc2ccc(F)cc2)ccn1Cc1cccc(F)c1, [Li+], CN(C)C=O. Yields the product Cc1c(OCc2ccc(F)cc2)ccn(Cc2cccc(F)c2)c1=O. Reaction SMILES: [CH3:28][Sn:29]([CH3:30])([CH3:31])[CH3:32].[Cl-:26].[F:1][c:2]1[cH:3][c:4]([CH2:5][n:6]2[c:7](=[O:22])[c:8]([I:21])[c:9]([O:12][CH2:13][c:14]3[cH:15][cH:16][c:17]([F:20])[cH:18][cH:19]3)[cH:10][cH:11]2)[cH:23][cH:24][cH:25]1.[Li+:27].[O:33]=[CH:34][N:35]([CH3:36])[CH3:37]>>[F:1][c:2]1[cH:3][c:4]([CH2:5][n:6]2[c:7](=[O:22])[c:8]([CH3:28])[c:9]([O:12][CH2:13][c:14]3[cH:15][cH:16][c:17]([F:20])[cH:18][cH:19]3)[cH:10][cH:11]2)[cH:23][cH:24][cH:25]1. Starting materials: C(CCCCCCCCCCCCCCC)(=O)Cl (palmitoyl chloride), [C@@H]1([C@H](O)[C@H](O)[C@@H](CO)O1)N1C=NC=2C(=O)NC(N)=NC12 (guanosine), ice. The reagents and catalysts are CN(C)C1=CC=NC=C1 (N,N-dimethyl-4-aminopyridine). The solvent is CN(C=O)C (N,N-dimethylformamide). Conditions: temperature 25 celsius, time 18 hour. Yields the product C(CCCCCCCCCCCCCCC)(=O)[C@@]1([C@H](O)[C@H](O)[C@@H](CO)O1)N1C=NC=2C(=O)NC(N)=NC12 (Palmitoylguanosine). RXN SMILES: [C@@H:1]1([N:10]2[C:20]3[N:19]=[C:17]([NH2:18])[NH:16][C:14](=[O:15])[C:13]=3[N:12]=[CH:11]2)[O:9][C@H:6]([CH2:7][OH:8])[C@@H:4]([OH:5])[C@H:2]1[OH:3].[C:21](Cl)(=[O:37])[CH2:22][CH2:23][CH2:24][CH2:25][CH2:26][CH2:27][CH2:28][CH2:29][CH2:30][CH2:31][CH2:32][CH2:33][CH2:34][CH2:35][CH3:36]>CN(C1C=CN=CC=1)C.CN(C)C=O>[C:21]([C@@:1]1([N:10]2[C:20]3[N:19]=[C:17]([NH2:18])[NH:16][C:14](=[O:15])[C:13]=3[N:12]=[CH:11]2)[O:9][C@H:6]([CH2:7][OH:8])[C@@H:4]([OH:5])[C@H:2]1[OH:3])(=[O:37])[CH2:22][CH2:23][CH2:24][CH2:25][CH2:26][CH2:27][CH2:28][CH2:29][CH2:30][CH2:31][CH2:32][CH2:33][CH2:34][CH2:35][CH3:36]. Procedure details: To a 100 mL flask was added guanosine (2.0 g, 7.06 mmol) and N,N-dimethyl-4-aminopyridine (0.017 g, 0.14 mmol). N,N-dimethylformamide (25 mL) was added via cannula with stirring, the flask was purged with argon gas and pyridine (14 mL) was added via cannula. The slurry was allowed to cool 10 min. in an ice/NaCl bath and palmitoyl chloride (2.8 mL, 9.2 mmol) was added dropwise. The mixture was allowed to stir while it slowly warmed to 25° C. After 18 h, the mixture was poured into 300 mL of ice-c... Reactants: ClC1=NC=NC2=CC(=C(C=C12)OC)OCCOC (4-Chloro-6-methoxy-7-(2-methoxyethoxy)quinazoline), C(C)(=O)N1C(CC2=CC=CC=C12)=O (1-acetyloxindole), [H-].[Na+] (sodium hydride). The solvent is CN(C)C=O (DMF), CN(C)C=O (DMF), CN(C)C=O (DMF). Run at time 10 minute. Product: C(C)(=O)N1C(C(C2=CC=CC=C12)C1=NC=NC2=CC(=C(C=C12)OC)OCCOC)=O (4-(1-acetyloxindol-3-yl)-6-methoxy-7-(2-methoxyethoxy)quinazoline). Yield: 47.2%. As a reaction SMILES: [C:1]([N:4]1[C:12]2[C:7](=[CH:8][CH:9]=[CH:10][CH:11]=2)[CH2:6][C:5]1=[O:13])(=[O:3])[CH3:2].[H-].[Na+].Cl[C:17]1[C:26]2[C:21](=[CH:22][C:23]([O:29][CH2:30][CH2:31][O:32][CH3:33])=[C:24]([O:27][CH3:28])[CH:25]=2)[N:20]=[CH:19][N:18]=1>CN(C=O)C>[C:1]([N:4]1[C:12]2[C:7](=[CH:8][CH:9]=[CH:10][CH:11]=2)[CH:6]([C:17]2[C:26]3[C:21](=[CH:22][C:23]([O:29][CH2:30][CH2:31][O:32][CH3:33])=[C:24]([O:27][CH3:28])[CH:25]=3)[N:20]=[CH:19][N:18]=2)[C:5]1=[O:13])(=[O:3])[CH3:2] |f:1.2|. Procedure: A solution of 1-acetyloxindole (251 mg, 1.6 mmol), ( J. Med. Chem. 1986, 1838), in DMF (3 ml) was added to a suspension of sodium hydride (50 mg, 2.4 mmol) in DMF (10 ml) and the mixture stirred for 10 minutes at ambient temperature. 4-Chloro-6-methoxy-7-(2-methoxyethoxy)quinazoline (108 mg, 0.4 mmol), (prepared as described for the starting material in Example 2), in DMF (3 ml) was added and the mixture stirred for 1.5 hours at ambient temperature. The solvent was removed by evaporation and the... The reactants are CN1C(=NC(=C1C1=CC=NC=C1)C1=CC=CC=C1)CO (1-methyl-2-hydroxymethyl-4-phenyl-5-[4-pyridinyl]imidazole), ClCP(OCC)(OCC)=O (diethyl chloromethylphosphonate), [H-].[Na+] (NaH), oil. Run in CN(C)P(=O)(N(C)C)N(C)C (HMPA), CN(C)C=O (DMF), CN(C)C=O (DMF). Conditions: temperature 0 celsius, time 15 minute. Yields the product CN1C(=NC(=C1C1=CC=NC=C1)C1=CC=CC=C1)COCP(OCC)(OCC)=O (Diethyl [1-methyl-4-phenyl-5-(4-pyridyl)-imidazol-2-yl]methoxyl-methyl-phosphonate), oil. Yield: 56.0%. RXN SMILES: [H-].[Na+].[CH3:3][N:4]1[C:8]([C:9]2[CH:14]=[CH:13][N:12]=[CH:11][CH:10]=2)=[C:7]([C:15]2[CH:20]=[CH:19][CH:18]=[CH:17][CH:16]=2)[N:6]=[C:5]1[CH2:21][OH:22].Cl[CH2:24][P:25](=[O:32])([O:29][CH2:30][CH3:31])[O:26][CH2:27][CH3:28]>CN(C=O)C.CN(P(N(C)C)(N(C)C)=O)C>[CH3:3][N:4]1[C:8]([C:9]2[CH:10]=[CH:11][N:12]=[CH:13][CH:14]=2)=[C:7]([C:15]2[CH:20]=[CH:19][CH:18]=[CH:17][CH:16]=2)[N:6]=[C:5]1[CH2:21][O:22][CH2:24][P:25](=[O:32])([O:29][CH2:30][CH3:31])[O:26][CH2:27][CH3:28] |f:0.1|. Procedure: To a suspension of 80% NaH in mineral oil (0.013 g, 0.452 mmol) in DMF at 0° C. was added 1-methyl-2-hydroxymethyl-4-phenyl-5-[4-pyridinyl]imidazole (0.100 g, 0.377 mmol) in DMF. The resulting bright yellow solution was stirred at 0° C. for 0.5 h when diethyl chloromethylphosphonate (0.070 mL, 0.452 mmol) dissolved in 0.079 mL of HMPA was added. The resulting mixture was stirred at 0° C. for 15 min and then warmed to rt. After 5 h, the solution was partitioned between CH2Cl2 and H2O. The organic... Starting materials: NCC(=O)N(C1=C(C=CC=C1)OC)CC(=O)N(C1=CC=CC=C1)C (2-[2-amino-N-(2-methoxyphenyl)acetamido]-N-methyl-N-phenylacetamide), CC=1C=C(C=CC1)N=C=O (3-methylphenyl isocyanate). Product: COC1=C(C=CC=C1)N(C(CNC(=O)NC1=CC(=CC=C1)C)=O)CC(=O)N(C1=CC=CC=C1)C (2-{N-(2-methoxyphenyl)-2-[3-(3-methylphenyl)ureido]acetamido}-N-methyl-N-phenylacetamide). Isolated yield 67.8%. As a reaction SMILES: [NH2:1][CH2:2][C:3]([N:5]([CH2:14][C:15]([N:17]([CH3:24])[C:18]1[CH:23]=[CH:22][CH:21]=[CH:20][CH:19]=1)=[O:16])[C:6]1[CH:11]=[CH:10][CH:9]=[CH:8][C:7]=1[O:12][CH3:13])=[O:4].[CH3:25][C:26]1[CH:27]=[C:28]([N:32]=[C:33]=[O:34])[CH:29]=[CH:30][CH:31]=1>>[CH3:13][O:12][C:7]1[CH:8]=[CH:9][CH:10]=[CH:11][C:6]=1[N:5]([CH2:14][C:15]([N:17]([CH3:24])[C:18]1[CH:19]=[CH:20][CH:21]=[CH:22][CH:23]=1)=[O:16])[C:3](=[O:4])[CH2:2][NH:1][C:33]([NH:32][C:28]1[CH:29]=[CH:30][CH:31]=[C:26]([CH3:25])[CH:27]=1)=[O:34]. Procedure: Using a procedure similar to that described in Example 1, but starting with 2-[2-amino-N-(2-methoxyphenyl)acetamido]-N-methyl-N-phenylacetamide (2.0 g) and 3-methylphenyl isocyanate (0.64 g), and after recrystallisation in ethyl acetate, 2-{N-(2-methoxyphenyl)-2-[3-(3-methylphenyl)ureido]acetamido}-N-methyl-N-phenylacetamide (1.5 g), m.p. 212° C., is obtained.